Dataset: the Open Reaction Database (ORD), a public repository of structured organic reaction records. Task: describe an organic reaction: reactants, conditions, products, and yield The reactants are FC1=C(C=CC(=C1)B1OC(C(O1)(C)C)(C)C)C=1C=NC(=NC1)N (5-(2-fluoro-4-(4,4,5,5-tetramethyl-1,3,2-dioxaborolan-2-yl)phenyl)pyrimidin-2-amine), BrC1=C(C=CC=C1)S(=O)(=O)N[C@H]1[C@H](CCCC1)O (racemic 2-bromo-N-((cis)-2-hydroxycyclohexyl)-benzene-sulfonamide). The product is NC1=NC=C(C=N1)C1=C(C=C(C=C1)C=1C(=CC=CC1)S(=O)(=O)N[C@H]1[C@H](CCCC1)O)F (racemic 4′-(2-Aminopyrimidin-5-yl)-3′-fluoro-N-[(cis)-2-hydroxycyclohexyl]biphenyl-2-sulfonamide). As a reaction SMILES: [F:1][C:2]1[CH:7]=[C:6](B2OC(C)(C)C(C)(C)O2)[CH:5]=[CH:4][C:3]=1[C:17]1[CH:18]=[N:19][C:20]([NH2:23])=[N:21][CH:22]=1.Br[C:25]1[CH:30]=[CH:29][CH:28]=[CH:27][C:26]=1[S:31]([NH:34][C@@H:35]1[CH2:40][CH2:39][CH2:38][CH2:37][C@@H:36]1[OH:41])(=[O:33])=[O:32]>>[NH2:23][C:20]1[N:21]=[CH:22][C:17]([C:3]2[CH:4]=[CH:5][C:6]([C:25]3[C:26]([S:31]([NH:34][C@@H:35]4[CH2:40][CH2:39][CH2:38][CH2:37][C@@H:36]4[OH:41])(=[O:32])=[O:33])=[CH:27][CH:28]=[CH:29][CH:30]=3)=[CH:7][C:2]=2[F:1])=[CH:18][N:19]=1. Procedure details: The title compound was prepared using methods analogous to those described in Example 376 using 5-(2-fluoro-4-(4,4,5,5-tetramethyl-1,3,2-dioxaborolan-2-yl)phenyl)pyrimidin-2-amine and racemic 2-bromo-N-((cis)-2-hydroxycyclohexyl)-benzene-sulfonamide. MS (ESI): mass calcd. for C22H23FN4O3S, 442.15; m/z found, 443.1 [M+H]+. 1H NMR (500 MHz, CDCl3) δ 8.51 (d, J=1.3, 2H), 8.17 (dd, J=8.0, 1.4, 1H), 7.64-7.59 (m, 1H), 7.57-7.51 (m, 1H), 7.44-7.31 (m, 4H), 5.30 (s, 2H), 4.83 (d, J=7.7, 1H), 3.78 (s, 1... The reactants are CC1(C)Oc2cccc([Sn](C)(C)C)c2C1=O, Cc1ccccc1, CCOC(C)=O, Cc1c(I)cnc(N)c1C#N, c1ccc(P(c2ccccc2)(c2ccccc2)[Pd](P(c2ccccc2)(c2ccccc2)c2ccccc2)(P(c2ccccc2)(c2ccccc2)c2ccccc2)P(c2ccccc2)(c2ccccc2)c2ccccc2)cc1. Product: Cc1c(-c2cccc3c2C(=O)C(C)(C)O3)cnc(N)c1C#N. RXN SMILES: [CH3:12][C:13]1([CH3:27])[O:14][c:15]2[c:16]([c:19]([Sn:23]([CH3:24])([CH3:25])[CH3:26])[cH:20][cH:21][cH:22]2)[C:17]1=[O:18].[CH3:28][c:29]1[cH:30][cH:31][cH:32][cH:33][cH:34]1.[CH3:35][CH2:36][O:37][C:38](=[O:39])[CH3:40].[NH2:1][c:2]1[n:3][cH:4][c:5]([I:11])[c:6]([CH3:10])[c:7]1[C:8]#[N:9].[cH:41]1[cH:42][cH:43][c:44]([P:45]([Pd:46]([P:47]([c:48]2[cH:49][cH:50][cH:51][cH:52][cH:53]2)([c:54]2[cH:55][cH:56][cH:57][cH:58][cH:59]2)[c:60]2[cH:61][cH:62][cH:63][cH:64][cH:65]2)([P:66]([c:67]2[cH:68][cH:69][cH:70][cH:71][cH:72]2)([c:73]2[cH:74][cH:75][cH:76][cH:77][cH:78]2)[c:79]2[cH:80][cH:81][cH:82][cH:83][cH:84]2)[P:85]([c:86]2[cH:87][cH:88][cH:89][cH:90][cH:91]2)([c:92]2[cH:93][cH:94][cH:95][cH:96][cH:97]2)[c:98]2[cH:99][cH:100][cH:101][cH:102][cH:103]2)([c:104]2[cH:105][cH:106][cH:107][cH:108][cH:109]2)[c:110]2[cH:111][cH:112][cH:113][cH:114][cH:115]2)[cH:116][cH:117]1>>[NH2:1][c:2]1[n:3][cH:4][c:5](-[c:19]2[c:16]3[c:15]([cH:22][cH:21][cH:20]2)[O:14][C:13]([CH3:12])([CH3:27])[C:17]3=[O:18])[c:6]([CH3:10])[c:7]1[C:8]#[N:9]. Reactants: CCOC(=O)CNc1cc(C2CCCNC2)ccc1C, CCN=C=NCCCN(C)C, Cc1nc(-c2ccc(C(F)(F)F)cc2)sc1C(=O)O, ClCCl. Product: CCOC(=O)CNc1cc(C2CCCN(C(=O)c3sc(-c4ccc(C(F)(F)F)cc4)nc3C)C2)ccc1C. Reaction SMILES: [CH2:1]([CH3:2])[O:3][C:4]([CH2:5][NH:6][c:7]1[c:8]([CH3:19])[cH:9][cH:10][c:11]([CH:13]2[CH2:14][NH:15][CH2:16][CH2:17][CH2:18]2)[cH:12]1)=[O:20].[CH3:21][N:22]([CH3:23])[CH2:24][CH2:25][CH2:26][N:27]=[C:28]=[N:29][CH2:30][CH3:31].[CH3:32][c:33]1[n:34][c:35](-[c:41]2[cH:42][cH:43][c:44]([C:47]([F:48])([F:49])[F:50])[cH:45][cH:46]2)[s:36][c:37]1[C:38](=[O:39])[OH:40].[Cl:51][CH2:52][Cl:53]>>[CH2:1]([CH3:2])[O:3][C:4]([CH2:5][NH:6][c:7]1[c:8]([CH3:19])[cH:9][cH:10][c:11]([CH:13]2[CH2:14][N:15]([C:38]([c:37]3[c:33]([CH3:32])[n:34][c:35](-[c:41]4[cH:42][cH:43][c:44]([C:47]([F:48])([F:49])[F:50])[cH:45][cH:46]4)[s:36]3)=[O:39])[CH2:16][CH2:17][CH2:18]2)[cH:12]1)=[O:20]. Starting materials: ice, C1=CC=CC=2NC3=C(NC(C21)=O)C=CC=C3 (5,10-dihydro-11H-dibenzo[b,e][1,4]diazepin-11-one), Cl.CN1CC=C(C(=O)Cl)CC1 (1-methyl-1,2,5,6-tetrahydroisonicotinic acid chloride hydrochloride), C([O-])([O-])=O.[K+].[K+] (potassium carbonate), C(C)(C)OC(C)C.C(C)(=O)OCC (diisopropylether ethyl acetate). Solvent: C1(=CC=CC=C1)C (toluene). Product: O.CN1CC=C(CC1)C(=O)N1C2=C(NC(C3=C1C=CC=C3)=O)C=CC=C2.CN2CC=C(CC2)C(=O)N2C3=C(NC(C1=C2C=CC=C1)=O)C=CC=C3 (5,10-dihydro-5-[(1-methyl-1,2,5,6-tetrahydro-4-pyridinyl)carbonyl]-11H-dibenzo[b,e][1,4]diazepin-11-one-hemihydrate). Reaction SMILES: [CH:1]1[C:11]2[C:10](=[O:12])[NH:9][C:8]3[CH:13]=[CH:14][CH:15]=[CH:16][C:7]=3[NH:6][C:5]=2[CH:4]=[CH:3][CH:2]=1.Cl.[CH3:18][N:19]1[CH2:27][CH2:26][C:22]([C:23](Cl)=[O:24])=[CH:21][CH2:20]1.C(=O)([O-])[O-].[K+].[K+].C(OC(C)C)(C)C.C(OCC)(=O)C>C1(C)C=CC=CC=1>[OH2:12].[CH3:18][N:19]1[CH2:27][CH2:26][C:22]([C:23]([N:6]2[C:5]3[CH:4]=[CH:3][CH:2]=[CH:1][C:11]=3[C:10](=[O:12])[NH:9][C:8]3[CH:13]=[CH:14][CH:15]=[CH:16][C:7]2=3)=[O:24])=[CH:21][CH2:20]1.[CH3:18][N:19]1[CH2:27][CH2:26][C:22]([C:23]([N:6]2[C:5]3[CH:4]=[CH:3][CH:2]=[CH:1][C:11]=3[C:10](=[O:12])[NH:9][C:8]3[CH:13]=[CH:14][CH:15]=[CH:16][C:7]2=3)=[O:24])=[CH:21][CH2:20]1 |f:1.2,3.4.5,6.7,9.10.11|. Procedure: A mixture of 10.65 g (0.051 mol) of 5,10-dihydro-11H-dibenzo[b,e][1,4]diazepin-11-one, 19.6 g (0.10 mol) of 1-methyl-1,2,5,6-tetrahydroisonicotinic acid chloride hydrochloride, 20.7 g (0.15 mol) of potassium carbonate and 200 ml of anhydrous toluene were refluxed for 24 hours, with thorough stirring. After cooling, the mixture was stirred into 500 ml of ice-cold water, the organic layer was separated off and the aqueous layer was exhaustively extracted with ethyl acetate. The combined organic ph... Starting materials: C(C)(C)(C)C1=CC=C(C(=O)NC=2C=CC(=NC2)C2=CC=C3CN(C(C3=C2)=O)[C@H](C(=O)O)C(C)C)C=C1 ((S)-2-(6-(5-(4-tert-Butylbenzamido)pyridin-2-yl)-1-oxoisoindolin-2-yl)-3-methyl butanoic acid), CC([C@@H](C(=O)OC)N1C(C2=CC(=CC=C2C1)C=1N=NC(=CC1)NC(C1=CC=C(C=C1)OC(F)(F)F)=O)=O)C ((S)-Methyl 3-methyl-2-(1-oxo-6-(6-(4-(trifluoromethoxy)benzamido)pyridazin-3-yl)isoindolin-2-yl)butanoate). The product is CC([C@@H](C(=O)O)N1C(C2=CC(=CC=C2C1)C=1N=NC(=CC1)NC(C1=CC=C(C=C1)OC(F)(F)F)=O)=O)C ((S)-3-Methyl-2-(1-oxo-6-(6-(4-(trifluoromethoxy)benzamido)pyridazin-3-yl)isoindolin-2-yl)butanoic acid). Yield: 76.0%. As a reaction SMILES: C(C1C=CC(C(NC2C=CC(C3C=C4C(CN([C@@H](C(C)C)C(O)=O)C4=O)=CC=3)=NC=2)=O)=CC=1)(C)(C)C.[CH3:37][CH:38]([CH3:74])[C@H:39]([N:44]1[CH2:52][C:51]2[C:46](=[CH:47][C:48]([C:53]3[N:54]=[N:55][C:56]([NH:59][C:60](=[O:72])[C:61]4[CH:66]=[CH:65][C:64]([O:67][C:68]([F:71])([F:70])[F:69])=[CH:63][CH:62]=4)=[CH:57][CH:58]=3)=[CH:49][CH:50]=2)[C:45]1=[O:73])[C:40]([O:42]C)=[O:41]>>[CH3:37][CH:38]([CH3:74])[C@H:39]([N:44]1[CH2:52][C:51]2[C:46](=[CH:47][C:48]([C:53]3[N:54]=[N:55][C:56]([NH:59][C:60](=[O:72])[C:61]4[CH:66]=[CH:65][C:64]([O:67][C:68]([F:69])([F:70])[F:71])=[CH:63][CH:62]=4)=[CH:57][CH:58]=3)=[CH:49][CH:50]=2)[C:45]1=[O:73])[C:40]([OH:42])=[O:41]. Reported procedure: The compound of example 502 was prepared analogous to the compound of example 404 by hydrolysis of the compound of example 501. Reactants: CN(C=O)C (dimethylformamide), [Cl-].[Al+3].[Cl-].[Cl-] (aluminum chloride), ice, Cl (hydrochloric acid), ClC=1SC(=CC1[NH-])Cl.C1(CCC(N1OC(=O)C1=CSC=C1C(=O)O)=O)=O (thiophene-3,4-dicarboxylic acid succinimido ester [N-(2,5-dichlorothien-3-yl)]-amide). The product is ClC=1SC(=C2NC(C=3C(C(C21)=O)=CSC3)=O)Cl (1,3dichloro-4,5-dihydrodithieno[3,4-b:3',4'-e]azepine-5,9-dione). Yield: 94.2%. RXN SMILES: CN(C)C=O.[Cl-].[Al+3].[Cl-].[Cl-].[Cl:10][C:11]1[S:12][C:13]([Cl:17])=[CH:14][C:15]=1[NH-:16].C1(=O)N([O:23][C:24]([C:26]2[C:30]([C:31](O)=[O:32])=[CH:29][S:28][CH:27]=2)=O)C(=O)CC1.Cl>>[Cl:17][C:13]1[S:12][C:11]([Cl:10])=[C:15]2[C:14]=1[C:24](=[O:23])[C:26]1=[CH:27][S:28][CH:29]=[C:30]1[C:31](=[O:32])[NH:16]2 |f:1.2.3.4,5.6|. Procedure: 109.5 g (116 ml; 1.50 moles) of dimethylformamide were added to 798 g (5.98 moles) of anhydrous aluminum chloride in the course of 15 minutes, while stirring, a highly exothermic reaction taking place. Thereafter, 250 g (0.596 mole) of thiophene-3,4-dicarboxylic acid succinimido ester [N-(2,5-dichlorothien-3-yl)]-amide were added to the stirred mixture at 80° C. in the course of 30 minutes. The reaction mixture was stirred for a further 3 hours at this temperature and then poured, in the warm st... Reactants: C(C)(=O)OC1=CC(=C(C=C1)C(=O)OC(CCCCCOCC)C(F)(F)F)F (4-acetoxy-2-fluoro-1-(6-ethoxy-1-trifluoromethylhexyloxy-carbonyl)benzene), C1(=CC=CC=C1)C (toluene), CN (methylamine). Run in CO (methanol). Run at time 15 minute. Yields the product OC1=CC(=C(C=C1)C(=O)OC(CCCCCOCC)C(F)(F)F)F (4-hydroxy-2-fluoro-1-(6-ethoxy-1-trifluoromethylhexyloxy-carbonyl)benzene). RXN SMILES: C([O:4][C:5]1[CH:10]=[CH:9][C:8]([C:11]([O:13][CH:14]([C:23]([F:26])([F:25])[F:24])[CH2:15][CH2:16][CH2:17][CH2:18][CH2:19][O:20][CH2:21][CH3:22])=[O:12])=[C:7]([F:27])[CH:6]=1)(=O)C.C1(C)C=CC=CC=1.CN>CO>[OH:4][C:5]1[CH:10]=[CH:9][C:8]([C:11]([O:13][CH:14]([C:23]([F:24])([F:25])[F:26])[CH2:15][CH2:16][CH2:17][CH2:18][CH2:19][O:20][CH2:21][CH3:22])=[O:12])=[C:7]([F:27])[CH:6]=1. Procedure: A reactor was charged with 1 g of 4-acetoxy-2-fluoro-1-(6-ethoxy-1-trifluoromethylhexyloxy-carbonyl)benzene (formula (1); X=F, Y=--CF3, Q=--CH3, m=1, p=5, n=2), 15 ml of toluene and 0.5 g of a methanol solution containing 40 wt% methylamine, and the mixture is stirred at room temperature for 15 minutes. After the reaction, the reaction mixture was washed with a 4 wt% hydrochloric acid aqueous solution and then with water to separate an organic layer from the solution. The organic layer was dried...